From a dataset of the Open Reaction Database (ORD), a public repository of structured organic reaction records. describe an organic reaction: reactants, conditions, products, and yield The reactants are [Na] (sodium), C(CC(=O)OC)(=O)OC (Dimethyl malonate), [O-]CC.[Na+] (sodium ethoxide), BrC(C)CCC (2-bromopentane). Run in C(C)O (ethanol), C(C)O (ethanol). Conditions: temperature 80 celsius, time 24 hour. The product is [O-]CC.[Na+] (Sodium ethoxide), CC(CCC)C(C(=O)OC)C(=O)OC (Dimethyl (2-pentyl)malonate). RXN SMILES: [Na].[C:2]([O:9][CH3:10])(=[O:8])[CH2:3][C:4]([O:6][CH3:7])=[O:5].[O-]CC.[Na+:14].Br[CH:16]([CH2:18][CH2:19][CH3:20])[CH3:17]>C(O)C>[O-:5][CH2:4][CH3:3].[Na+:14].[CH3:17][CH:16]([CH:3]([C:2]([O:9][CH3:10])=[O:8])[C:4]([O:6][CH3:7])=[O:5])[CH2:18][CH2:19][CH3:20] |f:2.3,6.7,^1:0|. Procedure details: Sodium ethoxide was prepared from sodium metal (7.61 g) and absolute ethanol (200 ml). Dimethyl malonate (50.3 ml) was added dropwise to the ethanol containing sodium ethoxide. After heating to 80° C., 2-bromopentane (50 g) was added and the mixture was reflued for 24 h. Dimethyl (2-pentyl)malonate (62.7 g) was obtained after the usual work-up. Dimethyl (2-pentyl)malonate was added to a 50% potassium hydroxide solution and the mixture was heated for 3 h while water/ethanol being distilled off. A... The product is O=[N+]([O-])c1ccc(Oc2ccc(CCCn3ccnc3)cc2)c(Cl)c1. RXN SMILES: [C:27](=[O:28])([O-:29])[O-:30].[CH3:34][N:35]([CH3:36])[CH:37]=[O:38].[Cl:16][c:17]1[cH:18][c:19]([N+:24](=[O:25])[O-:26])[cH:20][cH:21][c:22]1[F:23].[K+:31].[K+:32].[OH2:33].[n:1]1([CH2:6][CH2:7][CH2:8][c:9]2[cH:10][cH:11][c:12]([OH:15])[cH:13][cH:14]2)[cH:2][n:3][cH:4][cH:5]1>>[n:1]1([CH2:6][CH2:7][CH2:8][c:9]2[cH:10][cH:11][c:12]([O:15][c:22]3[c:17]([Cl:16])[cH:18][c:19]([N+:24](=[O:25])[O-:26])[cH:20][cH:21]3)[cH:13][cH:14]2)[cH:2][n:3][cH:4][cH:5]1. Reactants: O=C([O-])[O-], CN(C)C=O, O=[N+]([O-])c1ccc(F)c(Cl)c1, [K+], [K+], O, Oc1ccc(CCCn2ccnc2)cc1.